From a dataset of the Open Reaction Database (ORD), a public repository of structured organic reaction records. describe an organic reaction: reactants, conditions, products, and yield Reaction SMILES: [Br:18][CH2:19][c:20]1[c:21]([N+:26](=[O:27])[O-:28])[cH:22][cH:23][cH:24][cH:25]1.[CH3:35][N:36]([CH3:37])[CH:38]=[O:39].[CH3:40][CH2:41][O:42][C:43](=[O:44])[CH3:45].[N:1]1([c:7]2[cH:8][cH:9][c:10]([C:11](=[O:12])[O:13][CH2:14][CH3:15])[cH:16][cH:17]2)[CH2:2][CH2:3][NH:4][CH2:5][CH2:6]1.[Na+:29].[Na+:30].[O-:31][C:32](=[O:33])[O-:34]>>[N:1]1([c:7]2[cH:8][cH:9][c:10]([C:11](=[O:12])[O:13][CH2:14][CH3:15])[cH:16][cH:17]2)[CH2:2][CH2:3][N:4]([CH2:19][c:20]2[c:21]([N+:26](=[O:27])[O-:28])[cH:22][cH:23][cH:24][cH:25]2)[CH2:5][CH2:6]1. The reactants are O=[N+]([O-])c1ccccc1CBr, CN(C)C=O, CCOC(C)=O, CCOC(=O)c1ccc(N2CCNCC2)cc1, [Na+], [Na+], O=C([O-])[O-]. The product is CCOC(=O)c1ccc(N2CCN(Cc3ccccc3[N+](=O)[O-])CC2)cc1. The reactants are C(C)(C)(C)OC(NC1C(NC2=CC=CC=C2C1)=O)=O ((2-Oxo-1,2,3,4-tetrahydroquinolin-3-yl)-carbamic acid tert-butyl ester), C(=O)([O-])[O-].[Cs+].[Cs+] (Cs2CO3), C(C1=CC=CC=C1)Br (benzyl bromide). Solvent: CN(C)C=O (DMF). Run at time 4 hour. Product: C(C)(C)(C)OC(NC1C(N(C2=CC=CC=C2C1)CC1=CC=CC=C1)=O)=O ((1-Benzyl-2-oxo-1,2,3,4-tetrahydroquinolin-3-yl)-carbamic acid tert-butyl ester). Yield: 88.3%. Reaction SMILES: [C:1]([O:5][C:6](=[O:19])[NH:7][CH:8]1[CH2:17][C:16]2[C:11](=[CH:12][CH:13]=[CH:14][CH:15]=2)[NH:10][C:9]1=[O:18])([CH3:4])([CH3:3])[CH3:2].C([O-])([O-])=O.[Cs+].[Cs+].[CH2:26](Br)[C:27]1[CH:32]=[CH:31][CH:30]=[CH:29][CH:28]=1>CN(C=O)C>[C:1]([O:5][C:6](=[O:19])[NH:7][CH:8]1[CH2:17][C:16]2[C:11](=[CH:12][CH:13]=[CH:14][CH:15]=2)[N:10]([CH2:26][C:27]2[CH:32]=[CH:31][CH:30]=[CH:29][CH:28]=2)[C:9]1=[O:18])([CH3:4])([CH3:2])[CH3:3] |f:1.2.3|. Reported procedure: To a solution of 1A (95 mg, 0.36 mmol) in DMF (2 mL) was added Cs2CO3 (260 mg, 0.8 mmol), followed by benzyl bromide (74 mg, 0.43 mmol). After stirring at RT under argon for 4 h, the mixture was partitioned between water and EtOAc. The aqueous layer was extracted with EtOAc (20 mL). The combined organic layers were washed with brine, dried (Na2SO4), and evaporated under vacuum. The resulting residue was chromatographed on silica gel (10 g) eluted with 20-30% EtOAc in hexane (step-wise gradient) ... The product is C(C)(C)(C)OC(=O)C1=CC=C(C=C1)C1=CC=C(CBr)C=C1 (4-(4-tert-butoxycarbonylphenyl)benzylbromide). Solvent: C(Cl)(Cl)(Cl)Cl (carbontetrachloride). The yield is 62.4%. RXN SMILES: [C:1]([O:5][C:6](=[O:20])[C:7]1[CH:12]=[CH:11][C:10]([C:13]2[CH:18]=[CH:17][C:16]([CH3:19])=[CH:15][CH:14]=2)=[CH:9][CH:8]=1)([CH3:4])([CH3:3])[CH3:2].[Br:21]N1C(=O)CCC1=O.C(OOC(=O)C1C=CC=CC=1)(=O)C1C=CC=CC=1>C(Cl)(Cl)(Cl)Cl>[C:1]([O:5][C:6]([C:7]1[CH:12]=[CH:11][C:10]([C:13]2[CH:14]=[CH:15][C:16]([CH2:19][Br:21])=[CH:17][CH:18]=2)=[CH:9][CH:8]=1)=[O:20])([CH3:4])([CH3:3])[CH3:2]. The reactants are C(C)(C)(C)OC(C1=CC=C(C=C1)C1=CC=C(C=C1)C)=O (tert-butyl-4-(4-tolyl)benzoate), BrN1C(CCC1=O)=O (N-bromosuccinimide), C(C1=CC=CC=C1)(=O)OOC(C1=CC=CC=C1)=O (benzoyl peroxide). Procedure: To a solution of tert-butyl-4-(4-tolyl)benzoate (32 g, 0.12 mol) in carbontetrachloride (500 mL) was added N-bromosuccinimide (23.3 g, 0.13 mol) and benzoyl peroxide (4.0 g). The reaction mixture was refluxed for 10 h. After cooling to RT, the reaction mixture was filtered. The filtrate was concentrated and the crude was recrystallised from petEther to give 4-(4-tert-butoxycarbonylphenyl)benzylbromide (26 g, 69%).